From a dataset of the Open Reaction Database (ORD), a public repository of structured organic reaction records. describe an organic reaction: reactants, conditions, products, and yield Starting materials: C1(CCCC1)NC1C(CCC1)N ((1RS,2SR)-N-Cyclopentyl-cyclopentane-1,2-diamine), CSC1=C(C(=O)O)C(=CC(=C1)C(F)(F)F)C(F)(F)F (2-methylthio-4,6-bis(trifluoromethyl)benzoic acid). Yields the product C1(CCCC1)N[C@@H]1[C@@H](CCC1)NC(C1=C(C=C(C=C1C(F)(F)F)C(F)(F)F)SC)=O (N-((cis)-2-Cyclopentylamino-cyclopentyl)-2-methylsulfanyl-4,6-bis-trifluoromethyl-benzamide). Reaction SMILES: [CH:1]1([NH:6][CH:7]2[CH2:11][CH2:10][CH2:9][CH:8]2[NH2:12])[CH2:5][CH2:4][CH2:3][CH2:2]1.[CH3:13][S:14][C:15]1[CH:23]=[C:22]([C:24]([F:27])([F:26])[F:25])[CH:21]=[C:20]([C:28]([F:31])([F:30])[F:29])[C:16]=1[C:17](O)=[O:18]>>[CH:1]1([NH:6][C@H:7]2[CH2:11][CH2:10][CH2:9][C@H:8]2[NH:12][C:17](=[O:18])[C:16]2[C:20]([C:28]([F:29])([F:30])[F:31])=[CH:21][C:22]([C:24]([F:25])([F:26])[F:27])=[CH:23][C:15]=2[S:14][CH3:13])[CH2:5][CH2:4][CH2:3][CH2:2]1. Procedure details: The title compound, light pink solid, MS: m/e=455.3 [(M+H)+], was prepared in accordance with the general method of example 5 from (1RS,2SR)-N-Cyclopentyl-cyclopentane-1,2-diamine (intermediate AE) and 2-methylthio-4,6-bis(trifluoromethyl)benzoic acid (CAS 896120-49-3). Starting materials: CCOC(=O)Cc1ccc(OC)c(Oc2ccc(Br)cc2CNCc2ccccc2)c1, COC(=O)Cl. Yields the product CCOC(=O)Cc1ccc(OC)c(Oc2ccc(Br)cc2CN(Cc2ccccc2)C(=O)OC)c1. Reaction SMILES: [CH2:1]([CH3:2])[O:3][C:4]([CH2:5][c:6]1[cH:7][c:8]([O:14][c:15]2[c:16]([CH2:22][NH:23][CH2:24][c:25]3[cH:26][cH:27][cH:28][cH:29][cH:30]3)[cH:17][c:18]([Br:21])[cH:19][cH:20]2)[c:9]([O:12][CH3:13])[cH:10][cH:11]1)=[O:31].[Cl:32][C:33](=[O:34])[O:35][CH3:36]>>[CH2:1]([CH3:2])[O:3][C:4]([CH2:5][c:6]1[cH:7][c:8]([O:14][c:15]2[c:16]([CH2:22][N:23]([CH2:24][c:25]3[cH:26][cH:27][cH:28][cH:29][cH:30]3)[C:33](=[O:34])[O:35][CH3:36])[cH:17][c:18]([Br:21])[cH:19][cH:20]2)[c:9]([O:12][CH3:13])[cH:10][cH:11]1)=[O:31]. Reaction SMILES: Cl[C:2]1[C:11](Cl)=[N:10][C:9]2[C:4](=[CH:5][C:6]([Cl:14])=[CH:7][C:8]=2[CH3:13])[N:3]=1.[CH3:15][O-:16].[Na+].[CH3:18][OH:19]>>[Cl:14][C:6]1[CH:5]=[C:4]2[C:9]([N:10]=[C:11]([O:19][CH3:18])[C:2]([O:16][CH3:15])=[N:3]2)=[C:8]([CH3:13])[CH:7]=1 |f:1.2|. The product is ClC1=CC(=C2N=C(C(=NC2=C1)OC)OC)C (7-Chloro-2,3-dimethoxy-5-methylquinoxaline). Run at temperature 0 celsius. Procedure: 30 g (0.121 mol) of 2,3,7-trichloro-5-methylquinoxaline are introduced into 330 ml of methanol under argon at room temperature. 67.9 ml (0.364 mmol) of an about 5.4 molar solution of sodium methoxide in methanol is added dropwise to this and the mixture is stirred at reflux for 4.5 hours. After cooling to 0° C., the suspension is filtered off on a suction filter, and the filter residue is washed with methanol and dried in vacuo at 60° C. The title compound is obtained as brownish crystals of m.p... Starting materials: solution, C[O-].[Na+] (sodium methoxide), CO (methanol), ClC1=NC2=CC(=CC(=C2N=C1Cl)C)Cl (2,3,7-trichloro-5-methylquinoxaline), CO (methanol). Starting materials: C(CCCC=C)OC1=CC=C(C=C1)O[Si](C)(C)C (4-(5-hexenyloxy)-1-trimethylsilyloxy benzene), C[SiH](O[Si](C)(C)C)C (pentamethyldisiloxane). The reagents and catalysts are C1(C=CC=C1)[Pt](Cl)Cl (cyclopentadienylplatinum dichloride). The solvent is C1(=CC=CC=C1)C (toluene). Product: C[Si](O[Si](C)(C)C)(C(CCCCC)OC1=CC=C(C=C1)O)C (4-(1-pentamethyldisiloxanylhexyloxy)phenol). Yield: 94.0%. Reaction SMILES: [CH2:1]([O:7][C:8]1[CH:13]=[CH:12][C:11]([O:14][Si](C)(C)C)=[CH:10][CH:9]=1)[CH2:2][CH2:3][CH2:4][CH:5]=[CH2:6].[CH3:19][SiH:20]([CH3:26])[O:21][Si:22]([CH3:25])([CH3:24])[CH3:23]>C1(C)C=CC=CC=1.C1([Pt](Cl)Cl)C=CC=C1>[CH3:19][Si:20]([CH3:26])([CH:1]([O:7][C:8]1[CH:9]=[CH:10][C:11]([OH:14])=[CH:12][CH:13]=1)[CH2:2][CH2:3][CH2:4][CH2:5][CH3:6])[O:21][Si:22]([CH3:25])([CH3:24])[CH3:23]. Reported procedure: About 6.21 g (23.5 mMol) of 4-(5-hexenyloxy)-1-trimethylsilyloxy benzene, 3.48 g (23.5 mMol) of pentamethyldisiloxane and 694 mg (17.7 μMol of Pt) of 0.5 percent cyclopentadienylplatinum dichloride solution (dichloromethane) were refluxed for 7 hours in 25 ml of toluene. After the hydrosilylation was complete, the toluene was removed by vacuum distillation on a rotary evaporator. The crude product was purified by chromatography on silica gel. Further chromatography on silica gel using petroleum ... The solvent is CC(=O)C (acetone). Starting materials: CC1(OCC(CO1)C1=CC=C(OC2=C(C(=NC=N2)OC2CCN(CC2)C2=NC(=NO2)C(C)C)C)C=C1)C (5-(4-(6-(4-(2,2-dimethyl-1,3-dioxan-5-yl)phenoxy)-5-methylpyrimidin-4-yloxy)piperidin-1-yl)-3-isopropyl-1,2,4-oxadiazole). The yield is 8.1%. Run at temperature 27 celsius, time 2 hour. Procedure details: To a solution of 5-(4-(6-(4-(2,2-dimethyl-1,3-dioxan-5-yl)phenoxy)-5-methylpyrimidin-4-yloxy)piperidin-1-yl)-3-isopropyl-1,2,4-oxadiazole (500 mg, 0.0095 moles) in acetone (10 ml) conc. HCl (3 ml) was added portion-wise and reaction mixture was stirred for 2 hours at 27° C. The reaction mixture was concentrated and residue was dissolved in ethyl acetate. The organic extract was successively washed with water & brine, dried over sodium sulfate and evaporated under reduced pressure to yield 360 mg... The product is C(C)(C)C1=NOC(=N1)N1CCC(CC1)OC1=C(C(=NC=N1)OC1=CC=C(C=C1)C(CO)CO)C (2-(4-(6-(1-(3-isopropyl-1,2,4-oxadiazol-5-yl)piperidin-4-yloxy)-5-methylpyrimidin-4-yloxy)phenyl)propane-1,3-diol). RXN SMILES: CC1(C)[O:7][CH2:6][CH:5]([C:8]2[CH:36]=[CH:35][C:11]([O:12][C:13]3[N:18]=[CH:17][N:16]=[C:15]([O:19][CH:20]4[CH2:25][CH2:24][N:23]([C:26]5[O:30][N:29]=[C:28]([CH:31]([CH3:33])[CH3:32])[N:27]=5)[CH2:22][CH2:21]4)[C:14]=3[CH3:34])=[CH:10][CH:9]=2)[CH2:4][O:3]1>CC(C)=O>[CH:31]([C:28]1[N:27]=[C:26]([N:23]2[CH2:22][CH2:21][CH:20]([O:19][C:15]3[N:16]=[CH:17][N:18]=[C:13]([O:12][C:11]4[CH:10]=[CH:9][C:8]([CH:5]([CH2:4][OH:3])[CH2:6][OH:7])=[CH:36][CH:35]=4)[C:14]=3[CH3:34])[CH2:25][CH2:24]2)[O:30][N:29]=1)([CH3:33])[CH3:32]. Reactants: Cc1ccc(C=O)cc1, Cl, COP([O-])OC. Product: COP(=O)(OC)C(O)c1ccc(C)cc1. As a reaction SMILES: [CH3:7][c:8]1[cH:9][cH:10][c:11]([CH:12]=[O:13])[cH:14][cH:15]1.[ClH:16].[P:1]([O:2][CH3:3])([O:4][CH3:5])[O-:6]>>[P:1]([O:2][CH3:3])([O:4][CH3:5])(=[O:6])[CH:12]([c:11]1[cH:10][cH:9][c:8]([CH3:7])[cH:15][cH:14]1)[OH:13]. The reactants are ClCC1=NC(=NO1)CC1=CC(=CC=C1)I (5-chloromethyl-3-(3-iodo-benzyl)-[1,2,4]oxadiazole), ONC(CC1=CC=C(C=C1)I)=N (N-hydroxy-2-(4-iodo-phenyl)-acetamidine). The product is ClCC1=NC(=NO1)CC1=CC=C(C=C1)I (5-chloromethyl-3-(4-iodo-benzyl)-[1,2,4]oxadiazole). RXN SMILES: [Cl:1][CH2:2][C:3]1[O:7][N:6]=[C:5]([CH2:8][C:9]2[CH:14]=[CH:13][CH:12]=[C:11](I)[CH:10]=2)[N:4]=1.ONC(=N)CC1C=CC([I:26])=CC=1>>[Cl:1][CH2:2][C:3]1[O:7][N:6]=[C:5]([CH2:8][C:9]2[CH:14]=[CH:13][C:12]([I:26])=[CH:11][CH:10]=2)[N:4]=1. Procedure details: The title compound is prepared essentially as described for 5-chloromethyl-3-(3-iodo-benzyl)-[1,2,4]oxadiazole, employing N-hydroxy-2-(4-iodo-phenyl)-acetamidine. LC-MS (m/e): 335 (M+1).